This data is from the Open Reaction Database (ORD), a public repository of structured organic reaction records. The task is: describe an organic reaction: reactants, conditions, products, and yield The reactants are OC1=C(C(C(C2=CC=CC=C12)(CCC)C)=O)C1=NS(C2=C(N1)C=CC(=C2)NC(OC(C)(C)C)=O)(=O)=O (tert-butyl 3-(1-hydroxy-4-methyl-3-oxo-4-propyl-3,4-dihydronaphthalen-2-yl)-1,1-dioxido-4H-1,2,4-benzothiadiazin-7-ylcarbamate), Cl (hydrochloric acid). Run in O1CCOCC1 (1,4-dioxane). Yields the product Cl.NC1=CC2=C(NC(=NS2(=O)=O)C=2C(C(C3=CC=CC=C3C2O)(CCC)C)=O)C=C1 (3-(7-amino-1,1-dioxido-4H-1,2,4-benzothiadiazin-3-yl)-4-hydroxy-1-methyl-1-propylnaphthalen-2(1 H)-one hydrochloride). Isolated yield 85.0%. As a reaction SMILES: [OH:1][C:2]1[C:11]2[C:6](=[CH:7][CH:8]=[CH:9][CH:10]=2)[C:5]([CH3:15])([CH2:12][CH2:13][CH3:14])[C:4](=[O:16])[C:3]=1[C:17]1[NH:22][C:21]2[CH:23]=[CH:24][C:25]([NH:27]C(=O)OC(C)(C)C)=[CH:26][C:20]=2[S:19](=[O:36])(=[O:35])[N:18]=1.[ClH:37]>O1CCOCC1>[ClH:37].[NH2:27][C:25]1[CH:24]=[CH:23][C:21]2[NH:22][C:17]([C:3]3[C:4](=[O:16])[C:5]([CH3:15])([CH2:12][CH2:13][CH3:14])[C:6]4[C:11]([C:2]=3[OH:1])=[CH:10][CH:9]=[CH:8][CH:7]=4)=[N:18][S:19](=[O:36])(=[O:35])[C:20]=2[CH:26]=1 |f:3.4|. Procedure details: A solution of Example 32A (0.488 g, 0.954 mmol) in 4M hydrochloric acid in 1,4-dioxane (10 mL) was stirred at 25° C. for 1 hour. The solution was concentrated in vacuo and the residue was triturated in diethyl ether to give the title compound (0.363 g, 85%). 1H NMR (300 MHz, DMSO-d6): δ ppm 0.63 (m, 4 H) 0.88 (m, 1 H) 1.57 (m, 3 H) 2.10 (m, 2 H) 7.02 (m, 2 H) 7.45 (m, 1 H) 7.55 (m, 1 H) 7.76 (m, 2 H) 8.16 (m, 1 H) 13.56 (m, 1 H). MS (ESI−) m/z 410 (M−H)−. Reactants: OCCC1(OC2=C(CC1)C(=C(C(=C2C)C)OC)C)C (3,4-dihydro-2-(2-hydroxyethyl)-6-methoxy-2,5,7,8-tetramethyl-2H-benzopyran), C1(=CC=C(C=C1)S(=O)(=O)Cl)C (p-toluenesulfonyl chloride), Cl (hydrochloric acid). Run in N1=CC=CC=C1 (Pyridine). Reaction conditions: temperature 0 celsius, time 1 hour. The product is COC=1C(=C(C2=C(CCC(O2)(C)CCOS(=O)(=O)C2=CC=C(C=C2)C)C1C)C)C (3,4-dihydro-6-methoxy-2-[2-(p-toluenesulfonyloxy)ethyl]-2,5,7,8-tetramethyl-2H-benzopyran). Yield: 74.4%. Reaction SMILES: [OH:1][CH2:2][CH2:3][C:4]1([CH3:19])[CH2:9][CH2:8][C:7]2[C:10]([CH3:18])=[C:11]([O:16][CH3:17])[C:12]([CH3:15])=[C:13]([CH3:14])[C:6]=2[O:5]1.[C:20]1([CH3:30])[CH:25]=[CH:24][C:23]([S:26](Cl)(=[O:28])=[O:27])=[CH:22][CH:21]=1.Cl>N1C=CC=CC=1>[CH3:17][O:16][C:11]1[C:12]([CH3:15])=[C:13]([CH3:14])[C:6]2[O:5][C:4]([CH2:3][CH2:2][O:1][S:26]([C:23]3[CH:24]=[CH:25][C:20]([CH3:30])=[CH:21][CH:22]=3)(=[O:28])=[O:27])([CH3:19])[CH2:9][CH2:8][C:7]=2[C:10]=1[CH3:18]. Procedure details: Pyridine (150 ml) was added to 40 g (160 mmol) of 3,4-dihydro-2-(2-hydroxyethyl)-6-methoxy-2,5,7,8-tetramethyl-2H-benzopyran for dissolution of the latter. Then the solution was cooled to 0° C. and thereto was added with vigorous stirring 34.5 g of p-toluenesulfonyl chloride gradually. After stirring at 0° C. for 1 hour, the reaction mixture was poured into 1 liter of dilute hydrochloric acid and extracted with diethyl ether. The ether layer was washed with water, dried over anhydrous magnesium ... Reactants: BrC1=CC2=C(N1C(C)C)C(N(C2=O)C=2C(N(C=C(C2)Cl)CC2=CC=C(C=C2)OC)=O)C2=CC(=C(C#N)C=C2)F (4-{2-bromo-5-[5-chloro-1-(4-methoxy-benzyl)-2-oxo-1,2-dihydro-pyridin-3-yl]-1-isopropyl-4-oxo-1,4,5,6-tetrahydro-pyrrolo[3,4-b]pyrrol-6-yl}-2-fluoro-benzonitrile), COC1=NC(=NC=C1B1OC(C(O1)(C)C)(C)C)N (4-methoxy-5-(4,4,5,5-tetramethyl-[1,3,2]dioxaborolan-2-yl)-pyrimidin-2-ylamine), COC1=NC=C(C(=N1)OC)B(O)O (2,4-dimethoxypyrimidine-5-boronic acid), BrC1=CC2=C(N1C(C)C)C(N(C2=O)C=2C(N(C=C(C2)Cl)CC2=CC=C(C=C2)OC)=O)C2=CC=C(C#N)C=C2 (4-{2-bromo-5-[5-chloro-1-(4-methoxy-benzyl)-2-oxo-1,2-dihydro-pyridin-3-yl]-1-isopropyl-4-oxo-1,4,5,6-tetrahydro-pyrrolo[3,4-b]pyrrol-6-yl}-benzonitrile). Reagents/catalysts: C=1C=CC(=CC1)[P](C=2C=CC=CC2)(C=3C=CC=CC3)[Pd]([P](C=4C=CC=CC4)(C=5C=CC=CC5)C=6C=CC=CC6)([P](C=7C=CC=CC7)(C=8C=CC=CC8)C=9C=CC=CC9)[P](C=1C=CC=CC1)(C=1C=CC=CC1)C=1C=CC=CC1 (Pd(PPh3)4). Run in C(Cl)Cl (CH2Cl2). Product: ClC=1C=C(C(NC1)=O)N1C(C=2N(C(=CC2C1=O)C=1C(=NC(=NC1)OC)OC)C(C)C)C1=CC(=C(C#N)C=C1)F (4-[5-(5-Chloro-2-oxo-1,2-dihydro-pyridin-3-yl)-2-(2,4-dimethoxy-pyrimidin-5-yl)-1-isopropyl-4-oxo-1,4,5,6-tetrahydro-pyrrolo[3,4-b]pyrrol-6-yl]-2-fluoro-benzonitrile). RXN SMILES: Br[C:2]1[N:6]([CH:7]([CH3:9])[CH3:8])[C:5]2[CH:10]([C:31]3[CH:38]=[CH:37][C:34]([C:35]#[N:36])=[C:33]([F:39])[CH:32]=3)[N:11]([C:14]3[C:15](=[O:30])[N:16](CC4C=CC(OC)=CC=4)[CH:17]=[C:18]([Cl:20])[CH:19]=3)[C:12](=[O:13])[C:4]=2[CH:3]=1.[CH3:40][O:41][C:42]1[N:47]=[C:46]([O:48][CH3:49])[C:45](B(O)O)=[CH:44][N:43]=1.BrC1N(C(C)C)C2C(C3C=CC(C#N)=CC=3)N(C3C(=O)N(CC4C=CC(OC)=CC=4)C=C(Cl)C=3)C(=O)C=2C=1.COC1C(B2OC(C)(C)C(C)(C)O2)=CN=C(N)N=1>C1C=CC([P]([Pd]([P](C2C=CC=CC=2)(C2C=CC=CC=2)C2C=CC=CC=2)([P](C2C=CC=CC=2)(C2C=CC=CC=2)C2C=CC=CC=2)[P](C2C=CC=CC=2)(C2C=CC=CC=2)C2C=CC=CC=2)(C2C=CC=CC=2)C2C=CC=CC=2)=CC=1.C(Cl)Cl>[Cl:20][C:18]1[CH:19]=[C:14]([N:11]2[C:12](=[O:13])[C:4]3[CH:3]=[C:2]([C:45]4[C:46]([O:48][CH3:49])=[N:47][C:42]([O:41][CH3:40])=[N:43][CH:44]=4)[N:6]([CH:7]([CH3:8])[CH3:9])[C:5]=3[CH:10]2[C:31]2[CH:38]=[CH:37][C:34]([C:35]#[N:36])=[C:33]([F:39])[CH:32]=2)[C:15](=[O:30])[NH:16][CH:17]=1 |^1:112,114,133,152|. Procedure details: The title compound was prepared in analogy to the procedure described for Example 125 but in the step corresponding to Step 125.1, 4-{2-bromo-5-[5-chloro-1-(4-methoxy-benzyl)-2-oxo-1,2-dihydro-pyridin-3-yl]-1-isopropyl-4-oxo-1,4,5,6-tetrahydro-pyrrolo[3,4-b]pyrrol-6-yl}-2-fluoro-benzonitrile (Intermediate BE) and 2,4-dimethoxypyrimidine-5-boronic acid were used instead of 4-{2-bromo-5-[5-chloro-1-(4-methoxy-benzyl)-2-oxo-1,2-dihydro-pyridin-3-yl]-1-isopropyl-4-oxo-1,4,5,6-tetrahydro-pyrrolo[3,4-... Reactants: COc1ccc(Oc2c(C)cc(-n3nc(C(=O)O)c(=O)[nH]c3=O)cc2C)cc1Br, CN(C)c1ccncc1, OCC1CCCCC1, CC(C)N=C=NC(C)C, CN(C)C=O. The product is COc1ccc(Oc2c(C)cc(-n3nc(C(=O)OCC4CCCCC4)c(=O)[nH]c3=O)cc2C)cc1Br. Reaction SMILES: [Br:9][c:10]1[cH:11][c:12]([O:13][c:14]2[c:15]([CH3:32])[cH:16][c:17](-[n:21]3[n:22][c:23]([C:29](=[O:30])[OH:31])[c:24](=[O:28])[nH:25][c:26]3=[O:27])[cH:18][c:19]2[CH3:20])[cH:33][cH:34][c:35]1[O:36][CH3:37].[CH3:52][N:53]([CH3:54])[c:55]1[cH:56][cH:57][n:58][cH:59][cH:60]1.[CH:1]1([CH2:7][OH:8])[CH2:2][CH2:3][CH2:4][CH2:5][CH2:6]1.[CH:38]([N:39]=[C:40]=[N:41][CH:42]([CH3:43])[CH3:44])([CH3:45])[CH3:46].[O:47]=[CH:48][N:49]([CH3:50])[CH3:51]>>[CH:1]1([CH2:7][O:8][C:29]([c:23]2[n:22][n:21](-[c:17]3[cH:16][c:15]([CH3:32])[c:14]([O:13][c:12]4[cH:11][c:10]([Br:9])[c:35]([O:36][CH3:37])[cH:34][cH:33]4)[c:19]([CH3:20])[cH:18]3)[c:26](=[O:27])[nH:25][c:24]2=[O:28])=[O:30])[CH2:2][CH2:3][CH2:4][CH2:5][CH2:6]1.